This data is from the Open Reaction Database (ORD), a public repository of structured organic reaction records. The task is: describe an organic reaction: reactants, conditions, products, and yield Starting materials: COCCOc1cc(N(C)S(=O)(=O)c2ccccn2)c2[nH]c(C(=O)NC(CSCc3ccccc3)C(=O)OC)cc2c1, ClCCl, O=S(=O)(OS(=O)(=O)C(F)(F)F)C(F)(F)F, [Na+], O=C([O-])O, O=P(c1ccccc1)(c1ccccc1)c1ccccc1, CSc1ccccc1. The product is COCCOc1cc(N(C)S(=O)(=O)c2ccccn2)c2[nH]c(C3=NC(C(=O)OC)CS3)cc2c1. RXN SMILES: [CH3:36][O:37][C:38]([CH:39]([NH:40][C:41]([c:43]1[nH:44][c:45]2[c:46]([N:57]([S:58](=[O:59])(=[O:60])[c:61]3[n:62][cH:63][cH:64][cH:65][cH:66]3)[CH3:67])[cH:47][c:48]([O:52][CH2:53][CH2:54][O:55][CH3:56])[cH:49][c:50]2[cH:51]1)=[O:76])[CH2:68][S:69][CH2:42][c:70]1[cH:71][cH:72][cH:73][cH:74][cH:75]1)=[O:77].[Cl:91][CH2:92][Cl:93].[F:21][C:22]([S:23]([O:24][S:25]([C:26]([F:27])([F:28])[F:29])(=[O:30])=[O:31])(=[O:32])=[O:33])([F:34])[F:35].[Na+:86].[OH:87][C:88](=[O:89])[O-:90].[c:1]1([P:2](=[O:3])([c:4]2[cH:5][cH:6][cH:7][cH:8][cH:9]2)[c:10]2[cH:11][cH:12][cH:13][cH:14][cH:15]2)[cH:16][cH:17][cH:18][cH:19][cH:20]1.[c:78]1([S:79][CH3:80])[cH:81][cH:82][cH:83][cH:84][cH:85]1>>[CH3:36][O:37][C:38]([CH:39]1[N:40]=[C:41]([c:43]2[nH:44][c:45]3[c:46]([N:57]([S:58](=[O:59])(=[O:60])[c:61]4[n:62][cH:63][cH:64][cH:65][cH:66]4)[CH3:67])[cH:47][c:48]([O:52][CH2:53][CH2:54][O:55][CH3:56])[cH:49][c:50]3[cH:51]2)[S:69][CH2:68]1)=[O:77]. Starting materials: ClC1=CC=C(C=C1)C1=N[C@]2(C=3N(C4=C1C(=C(S4)C)C)C(=NN3)C)[C@@H](C2)COC ((1S,2R)-4′-(4-chlorophenyl)-2-(methoxymethyl)-2′,3′,9′-trimethylspiro[cyclopropane-1,6′-thieno[3,2-f][1,2,4]triazolo[4,3-a][1,4]diazepine]), CC1(OC[C@H](O1)CO)C ((R)-(2,2-dimethyl-1,3-dioxolan-4-yl)methanol). Product: ClC1=CC=C(C=C1)C1=N[C@@]2(C=3N(C4=C1C(=C(S4)C)C)C(=NN3)C)[C@H](C2)COC ((1R,2S)-4′-(4-chlorophenyl)-2-(methoxymethyl)-2′,3′,9′-trimethylspiro[cyclopropane-1,6′-thieno[3,2-f][1,2,4]triazolo[4,3-a][1,4]diazepine]). As a reaction SMILES: [Cl:1][C:2]1[CH:7]=[CH:6][C:5]([C:8]2[C:14]3[C:15]([CH3:19])=[C:16]([CH3:18])[S:17][C:13]=3[N:12]3[C:20]([CH3:23])=[N:21][N:22]=[C:11]3[C@@:10]3([CH2:25][C@H:24]3[CH2:26][O:27][CH3:28])[N:9]=2)=[CH:4][CH:3]=1.CC1(C)O[C@H](CO)CO1>>[Cl:1][C:2]1[CH:3]=[CH:4][C:5]([C:8]2[C:14]3[C:15]([CH3:19])=[C:16]([CH3:18])[S:17][C:13]=3[N:12]3[C:20]([CH3:23])=[N:21][N:22]=[C:11]3[C@:10]3([CH2:25][C@@H:24]3[CH2:26][O:27][CH3:28])[N:9]=2)=[CH:6][CH:7]=1. Procedure details: The above employed synthesis scheme was identical to that set forth for Compound 202, except that (R)-(2,2-dimethyl-1,3-dioxolan-4-yl)methanol was used as starting material and the indicated enantiomers were produced at each step. LRMS (M+H)+: 413 m/z. 1H NMR (two conformers detected in ˜1:1 ratio) (400 MHz, DMSO-d6) δ 7.38-7.56 (m, 4H), 3.82 (dd, J=7.32, 10.76 Hz, 0.5H), 3.71 (dd, J=6.87, 10.99 Hz, 0.5H), 3.39 (s, 1.5H), 3.21 (dd, J=6.41, 10.76 Hz, 0.5H), 3.04 (dd, J=7.44, 10.87 Hz, 0.5H), 2.96... Starting materials: C(C)(C)(C)OC(=O)NC1=CC=CC(=N1)C(C(C=1C=NC=CC1)C1=NC=CC=C1)C1=CC=CC(=N1)NC(OC(C)(C)C)=O (tert-butyl 6-(1-{6-[(tert-butoxycarbonyl)amino]pyridin-2-yl}-2-pyridin-2-yl-2-pyridin-3-ylethyl)pyridin-2-ylcarbamate), C(=O)(C(F)(F)F)O (CF3COOH). Run in C(Cl)Cl (CH2Cl2). Conditions: time 1 hour. Yields the product NC1=CC=CC(=N1)C(C(C=1C=NC=CC1)C=1C=NC=CC1)C1=CC=CC(=N1)N (6-[1-(6-aminopyridin-2-yl)-2,2-dipyridin-3-ylethyl]pyridin-2-amine). As a reaction SMILES: C(OC([NH:8][C:9]1[N:14]=[C:13]([CH:15]([C:29]2[N:34]=[C:33]([NH:35]C(=O)OC(C)(C)C)[CH:32]=[CH:31][CH:30]=2)[CH:16](C2C=CC=CN=2)[C:17]2[CH:18]=[N:19][CH:20]=[CH:21][CH:22]=2)[CH:12]=[CH:11][CH:10]=1)=O)(C)(C)C.[C:43](O)([C:45](F)(F)F)=O>C(Cl)Cl>[NH2:35][C:33]1[N:34]=[C:29]([CH:15]([C:13]2[N:14]=[C:9]([NH2:8])[CH:10]=[CH:11][CH:12]=2)[CH:16]([C:17]2[CH:18]=[N:19][CH:20]=[CH:21][CH:22]=2)[C:12]2[CH:13]=[N:14][CH:9]=[CH:43][CH:45]=2)[CH:30]=[CH:31][CH:32]=1. Procedure details: To the solution of tert-butyl 6-(1-{6-[(tert-butoxycarbonyl)amino]pyridin-2-yl}-2-pyridin-2-yl-2-pyridin-3-ylethyl)pyridin-2-ylcarbamate (0.12 g, 0.211 mmol) in CH2Cl2 (2 mL) was added CF3COOH (2 mL) and stirred for 1 h. The mixture was concentrated and the residue was dissolved in MeOH (3 mL). Potassium carbonate (200 mg) was added and stirred for 0.5 h. The mixture was filtered and the filtrate concentrated. The residue was purified by silica gel chromatography (10% MeOH in CH2Cl2) to give the... Starting materials: COC(=O)c1cn2ccnc2c(Cl)c1Nc1ccc(Br)cc1Cl, C1CCOC1, CO, [Na+], [OH-]. Product: O=C(O)c1cn2ccnc2c(Cl)c1Nc1ccc(Br)cc1Cl. As a reaction SMILES: [Br:1][c:2]1[cH:3][c:4]([Cl:23])[c:5]([NH:8][c:9]2[c:10]([Cl:22])[c:11]3[n:12]([cH:13][c:14]2[C:15](=[O:16])[O:17][CH3:18])[cH:19][cH:20][n:21]3)[cH:6][cH:7]1.[CH2:28]1[O:29][CH2:30][CH2:31][CH2:32]1.[CH3:26][OH:27].[Na+:25].[OH-:24]>>[Br:1][c:2]1[cH:3][c:4]([Cl:23])[c:5]([NH:8][c:9]2[c:10]([Cl:22])[c:11]3[n:12]([cH:13][c:14]2[C:15](=[O:16])[OH:17])[cH:19][cH:20][n:21]3)[cH:6][cH:7]1. Reactants: solution, C(CCC)[Li] (n-butyllithium), CCCCCC (hexane), C([O-])(O)=O.[Na+] (sodium bicarbonate), BrC(=C[C@H]1N(CCC1)C(=O)OC(C)(C)C)Br (2(S)-(2,2-Dibromoethenyl)-N-t-butyloxycarbonylpyrrolidine). Solvent: C1CCOC1 (THF). Reaction conditions: time 1 hour. Yields the product C(=O)(OC(C)(C)C)N1[C@@H](CCC1)C#C (1-BOC-2-(S)-ethynylpyrrolidine). Isolated yield 77.0%. Reaction SMILES: Br[C:2](Br)=[CH:3][C@@H:4]1[CH2:8][CH2:7][CH2:6][N:5]1[C:9]([O:11][C:12]([CH3:15])([CH3:14])[CH3:13])=[O:10].C([Li])CCC.CCCCCC.C(=O)(O)[O-].[Na+]>C1COCC1>[C:9]([N:5]1[CH2:6][CH2:7][CH2:8][C@H:4]1[C:3]#[CH:2])([O:11][C:12]([CH3:15])([CH3:14])[CH3:13])=[O:10] |f:3.4|. Procedure details: A solution of the compound of step 1b above (27.1 g, 76.3 mmol) and THF (550 mL) was cooled to -75° C. Under a nitrogen atmosphere, a 2.5 M solution of n-butyllithium in hexane (62.6 mL, 156 mmol) was added dropwise over a 15 minute period. After stirring for 1 hour, saturated aqueous sodium bicarbonate was added dropwise to the reaction flask. The dry ice bath was removed and an additional portion of saturated aqueous sodium bicarbonate was added. The mixture was extracted with EtOAc (3×) and t...